Dataset: the Open Reaction Database (ORD), a public repository of structured organic reaction records. Task: describe an organic reaction: reactants, conditions, products, and yield Reactants: BrC=1C=CC(=C(C1)C(F)(F)F)[N+](=O)[O-] (5-bromo-2-nitrobenzotrifluoride), O1C(CCCC1)N1N=CC=C1B1OC(C(O1)(C)C)(C)C (1-(tetrahydro-2H-pyran-2-yl)-5-(4,4,5,5-tetramethyl-1,3,2-dioxaborolan-2-yl)-1H-pyrazole). Product: [N+](=O)([O-])C1=C(C=C(C=C1)C1=CC=NN1C1OCCCC1)C(F)(F)F (5-(4-Nitro-3-(trifluoromethyl)phenyl)-1-(tetrahydro-2H-pyran-2-yl)-1H-pyrazole). The yield is 61.7%. Reaction SMILES: Br[C:2]1[CH:3]=[CH:4][C:5]([N+:12]([O-:14])=[O:13])=[C:6]([C:8]([F:11])([F:10])[F:9])[CH:7]=1.[O:15]1[CH2:20][CH2:19][CH2:18][CH2:17][CH:16]1[N:21]1[C:25](B2OC(C)(C)C(C)(C)O2)=[CH:24][CH:23]=[N:22]1>>[N+:12]([C:5]1[CH:4]=[CH:3][C:2]([C:25]2[N:21]([CH:16]3[CH2:17][CH2:18][CH2:19][CH2:20][O:15]3)[N:22]=[CH:23][CH:24]=2)=[CH:7][C:6]=1[C:8]([F:11])([F:10])[F:9])([O-:14])=[O:13]. Reported procedure: The title compound was prepared from 5-bromo-2-nitrobenzotrifluoride (5 g, 18.52 mmol) and 1-(tetrahydro-2H-pyran-2-yl)-5-(4,4,5,5-tetramethyl-1,3,2-dioxaborolan-2-yl)-1H-pyrazole (5.67 g, 20.37 mmol) using the method of Example 34(a). Reaction afforded 3.90 g of the title compound. 1H-NMR (400 MHz; d6-DMSO): δ 1.49-1.68 (m, 3H), 1.82 (m, 1H), 1.94 (m, 1H), 2.38 (m, 1H), 3.61 (m, 1H), 3.99 (d, 1H), 5.31 (m, 1H), 6.78 (d, 1H), 7.66 (d, 1H), 8.10 (m, 1H), 8.19 (m, 1H), 8.32 (d, 1H). Reactants: Cl.Cl.C(C1=CC=CC=C1)OC1=C(C=C(C=C1)C1(C(CCCC1)CCN1CCN(CC1)C)O)F (1-[4-(benzyloxy)-3-fluorophenyl]-2-(4-methylpiperazin-1-yl)ethylcyclohexanol dihydrochloride), Cl.Cl.C(C1=CC=CC=C1)OC1=C(C=C(C=C1)C(CN1CCNCC1)C1(CCCCC1)O)F (1-{1-[4-(benzyloxy)-3-fluorophenyl]-2-piperazin-1-ylethyl]cyclohexanol dihydrochloride). Product: Cl.Cl.C(C1=CC=CC=C1)OC1=C(C=C(C=C1)C(CN1CCN(CC1)C)C1(CCCCC1)O)F (1-{1-[4-(benzyloxy)-3-fluorophenyl]-2-(4-methylpiperazin-1-yl)ethyl}cyclohexanol dihydrochloride). As a reaction SMILES: [ClH:1].Cl.[CH2:3](OC1C=CC(C2(O)CCCCC2CCN2CCN(C)CC2)=CC=1F)C1C=CC=CC=1.Cl.Cl.[CH2:36]([O:43][C:44]1[CH:49]=[CH:48][C:47]([CH:50]([C:58]2([OH:64])[CH2:63][CH2:62][CH2:61][CH2:60][CH2:59]2)[CH2:51][N:52]2[CH2:57][CH2:56][NH:55][CH2:54][CH2:53]2)=[CH:46][C:45]=1[F:65])[C:37]1[CH:42]=[CH:41][CH:40]=[CH:39][CH:38]=1>>[ClH:1].[ClH:1].[CH2:36]([O:43][C:44]1[CH:49]=[CH:48][C:47]([CH:50]([C:58]2([OH:64])[CH2:59][CH2:60][CH2:61][CH2:62][CH2:63]2)[CH2:51][N:52]2[CH2:57][CH2:56][N:55]([CH3:3])[CH2:54][CH2:53]2)=[CH:46][C:45]=1[F:65])[C:37]1[CH:42]=[CH:41][CH:40]=[CH:39][CH:38]=1 |f:0.1.2,3.4.5,6.7.8|. Procedure: In an analogous manner to Example 24, 1-[1-[4-(benzyloxy)-3-fluorophenyl]-2-(4-methylpiperazin-1-yl)ethylcyclohexanol dihydrochloride was prepared from 1-{1-[4-(benzyloxy)-3-fluorophenyl]-2-piperazin-1-ylethyl}cyclohexanol dihydrochloride (See Example 413). MS (ES) m/z 427.1; HRMS: calcd for C26H35FN2O2+H+, 427.27553; found (ESI, [M+H]+), 427.2756. Starting materials: N(=O)[O-].[Na+] (sodium nitrite), Cl.ClC1=C(OC=2C=CC(=C(C(=O)OCC)C2)N)C=CC(=C1)C(F)(F)F (Ethyl 5-(2-chloro-4-trifluoromethylphenoxy)-2-aminobenzoate hydrochloride), Cl (hydrochloric acid), resultant mixture, S(=O)=O (sulfur dioxide). Reagents/catalysts: [Cu](Cl)Cl (copper chloride). The solvent is O (water), C(C)(=O)O (acetic acid), C(C)(=O)O (acetic acid), C1=CC=CC=C1 (benzene). Reaction conditions: time 8 hour. The product is ClC1=C(OC2=CC(=C(C=C2)S(=O)(=O)Cl)C(=O)OCC)C=CC(=C1)C(F)(F)F (4-(2-chloro-4-trifluoromethylphenoxy)-2-ethoxycarbonylbenzenesulfonyl chloride). As a reaction SMILES: [ClH:1].[Cl:2][C:3]1[CH:21]=[C:20]([C:22]([F:25])([F:24])[F:23])[CH:19]=[CH:18][C:4]=1[O:5][C:6]1[CH:7]=[CH:8][C:9](N)=[C:10]([CH:16]=1)[C:11]([O:13][CH2:14][CH3:15])=[O:12].Cl.N([O-])=O.[Na+].[S:31](=[O:33])=[O:32]>O.[Cu](Cl)Cl.C(O)(=O)C.C1C=CC=CC=1>[Cl:2][C:3]1[CH:21]=[C:20]([C:22]([F:25])([F:24])[F:23])[CH:19]=[CH:18][C:4]=1[O:5][C:6]1[CH:7]=[CH:8][C:9]([S:31]([Cl:1])(=[O:33])=[O:32])=[C:10]([C:11]([O:13][CH2:14][CH3:15])=[O:12])[CH:16]=1 |f:0.1,3.4|. Procedure: Ethyl 5-(2-chloro-4-trifluoromethylphenoxy)-2-aminobenzoate hydrochloride (12 g) and conc. hydrochloric acid (6.6 ml) were added to acetic acid (85 ml), and the resultant mixture was cooled to less than 10° C. A solution of sodium nitrite (2.5 g) in water (6 ml) was dropwise added thereto. When the resulting mixture became completely transparent, benzene (20 ml), acetic acid (20 ml) saturated with sulfur dioxide and copper chloride (1.5 g) were added thereto. After stirring overnight, the reacti... Reaction SMILES: [CH2:1]([O:3][C:4]([C:6]1[CH:7]=[N:8][N:9]([C:11]2[N:19]=[C:18]3[C:14]([N:15]=[CH:16][N:17]3[C@@H:20]3[CH2:24][C@H:23]([NH:25][C:26](=[O:29])[CH2:27][CH3:28])[C@@H:22]([OH:30])[C@H:21]3[OH:31])=[C:13]([NH:32]C(C3C=CC(OC)=CC=3)C3C=CC(OC)=CC=3)[N:12]=2)[CH:10]=1)=[O:5])[CH3:2].[C:50]1([CH:56]([C:82]2[CH:87]=[CH:86][CH:85]=[CH:84][CH:83]=2)[CH2:57]NC2N=C(NN)N=C3C=2N=CN3[C@@H]2C[C@H](NC(=O)CC)[C@@H](O)[C@H]2O)[CH:55]=[CH:54][CH:53]=[CH:52][CH:51]=1>>[CH2:1]([O:3][C:4]([C:6]1[CH:7]=[N:8][N:9]([C:11]2[N:19]=[C:18]3[C:14]([N:15]=[CH:16][N:17]3[C@@H:20]3[CH2:24][C@H:23]([NH:25][C:26](=[O:29])[CH2:27][CH3:28])[C@@H:22]([OH:30])[C@H:21]3[OH:31])=[C:13]([NH:32][CH2:57][CH:56]([C:50]3[CH:55]=[CH:54][CH:53]=[CH:52][CH:51]=3)[C:82]3[CH:87]=[CH:86][CH:85]=[CH:84][CH:83]=3)[N:12]=2)[CH:10]=1)=[O:5])[CH3:2]. Procedure details: This compound is prepared analogously to 1-[6-{[Bis-(4-methoxy-phenyl)-methyl]-amino}-9-((1R,2S,3R,4S)-2,3-dihydroxy-4-propionylamino-cyclopentyl)-9H-purin-2-yl]-1H-pyrazole-4-carboxylic acid ethyl ester (Example 168 step 3) by replacing N-[(1S,2R,3S,4R)-4-(6-{[Bis-(4-methoxy-phenyl)-methyl]-amino}-2-hydrazino-purin-9-yl)-2,3-dihydroxy-cyclopentyl]-propionamide with N-{(1S,2R,3S,4R)-4-[6-(2,2-diphenyl-ethylamino)-2-hydrazino-purin-9-yl]-2,3-dihydroxy-cyclopentyl}-propionamide. The reactants are C(C)OC(=O)C=1C=NN(C1)C1=NC(=C2N=CN(C2=N1)[C@H]1[C@@H]([C@@H]([C@H](C1)NC(CC)=O)O)O)NC(C1=CC=C(C=C1)OC)C1=CC=C(C=C1)OC (1-[6-{[Bis-(4-methoxy-phenyl)-methyl]-amino}-9-((1R,2S,3R,4S)-2,3-dihydroxy-4-propionylamino-cyclopentyl)-9H-purin-2-yl]-1H-pyrazole-4-carboxylic acid ethyl ester), C1(=CC=CC=C1)C(CNC1=C2N=CN(C2=NC(=N1)NN)[C@H]1[C@@H]([C@@H]([C@H](C1)NC(CC)=O)O)O)C1=CC=CC=C1 (N-{(1S,2R,3S,4R)-4-[6-(2,2-diphenyl-ethylamino)-2-hydrazino-purin-9-yl]-2,3-dihydroxy-cyclopentyl}-propionamide). Yields the product C(C)OC(=O)C=1C=NN(C1)C1=NC(=C2N=CN(C2=N1)[C@H]1[C@@H]([C@@H]([C@H](C1)NC(CC)=O)O)O)NCC(C1=CC=CC=C1)C1=CC=CC=C1 (1-[9-((1R,2S,3R,4S)-2,3-Dihydroxy-4-propionylamino-cyclopentyl)-6-(2,2-diphenyl-ethylamino)-9H-purin-2-yl]-1H-pyrazole-4-carboxylic acid ethyl ester).